Dataset: the Open Reaction Database (ORD), a public repository of structured organic reaction records. Task: describe an organic reaction: reactants, conditions, products, and yield Starting materials: NC1=C(C=C(C(=N1)N1C=C(C(C2=CC(=C(C(=C12)Cl)F)F)=O)C(=O)O)F)F (1-(6-Amino-3,5-difluoropyridin-2-yl)-8-chloro-6,7-difluoro-4-oxo-1,4-dihydroquinoline-3-carboxylic acid), C(O)CN (ethanolamine). The solvent is N1=CC=CC=C1 (pyridine). Conditions: temperature 50 celsius, time 2.5 hour. Product: C(O)CN.NC1=C(C=C(C(=N1)N1C=C(C(C2=CC(=C(C(=C12)Cl)NCCO)F)=O)C(=O)O)F)F (1-(6-Amino-3,5-difluoropyridin-2-yl)-8-chloro-6-fluoro-7-(2-hydroxyethylamino)-4-oxo-1,4-dihydroquinoline-3-carboxylic Acid Ethanolamine Salt). The yield is 76.5%. Reaction SMILES: [NH2:1][C:2]1[N:7]=[C:6]([N:8]2[C:17]3[C:12](=[CH:13][C:14]([F:20])=[C:15](F)[C:16]=3[Cl:18])[C:11](=[O:21])[C:10]([C:22]([OH:24])=[O:23])=[CH:9]2)[C:5]([F:25])=[CH:4][C:3]=1[F:26].[CH2:27]([CH2:29][NH2:30])[OH:28]>N1C=CC=CC=1>[CH2:27]([CH2:29][NH2:30])[OH:28].[NH2:1][C:2]1[N:7]=[C:6]([N:8]2[C:17]3[C:12](=[CH:13][C:14]([F:20])=[C:15]([NH:30][CH2:29][CH2:27][OH:28])[C:16]=3[Cl:18])[C:11](=[O:21])[C:10]([C:22]([OH:24])=[O:23])=[CH:9]2)[C:5]([F:25])=[CH:4][C:3]=1[F:26] |f:3.4|. Procedure details: 1-(6-Amino-3,5-difluoropyridin-2-yl)-8-chloro-6,7-difluoro-4-oxo-1,4-dihydroquinoline-3-carboxylic acid (300 mg) and ethanolamine (300 mg) were added to pyridine (1,300 mg), and the mixture was stirred at 50° C. for 2.5 hours. The reaction mixture was concentrated under reduced pressure. A process of adding ethanol (2 ml) to the residue and then concentrating the mixture under reduced pressure was conducted twice repeatedly. Ethanol (4 ml) was added to the resultant residue, and deposits were co... Starting materials: CC1(C)OC(=O)CC(=O)O1, CCOC(=O)CC(=O)c1cccs1, O=C(O)c1ccc(F)cc1, Nc1nccc(-c2cccs2)n1. The product is CCOC(=O)CC(=O)c1ccc(F)cc1. RXN SMILES: [CH3:26][C:27]1([CH3:35])[O:28][C:29](=[O:34])[CH2:30][C:31](=[O:33])[O:32]1.[O:1]=[C:2]([c:3]1[s:4][cH:5][cH:6][cH:7]1)[CH2:8][C:9]([O:10][CH2:11][CH3:12])=[O:13].[OH:36][C:37](=[O:38])[c:39]1[cH:40][cH:41][c:42]([F:43])[cH:44][cH:45]1.[s:14]1[cH:15][cH:16][cH:17][c:18]1-[c:19]1[cH:20][cH:21][n:22][c:23]([NH2:24])[n:25]1>>[CH2:27]([O:32][C:31]([CH2:30][C:29](=[O:34])[c:39]1[cH:40][cH:41][c:42]([F:43])[cH:44][cH:45]1)=[O:33])[CH3:35]. Reactants: ClC(=O)OC(C)C (isopropyl chloroformate), Cl.Cl.Cl.FC1=C(CC2=NC(=C3N2N=CC=C3)C3=NC(=C(C(=N3)N)N)N)C=CC=C1 (2-[7-(2-Fluorobenzyl)imidazo[1,5-b]pyridazin-5-yl]pyrimidine-4,5,6-triamine trihydrochloride). The solvent is N1=CC=CC=C1 (pyridine). Product: C(=O)O.NC1=NC(=NC(=C1NC(OC(C)C)=O)N)C=1N=C(N2N=CC=CC21)CC2=C(C=CC=C2)F (Isopropyl {4,6-diamino-2-[7-(2-fluorobenzyl)imidazo[1,5-b]pyridazin-5-yl]pyrimidin-5-yl}carbamate formate). RXN SMILES: Cl[C:2]([O:4][CH:5]([CH3:7])[CH3:6])=[O:3].Cl.Cl.Cl.[F:11][C:12]1[CH:36]=[CH:35][CH:34]=[CH:33][C:13]=1[CH2:14][C:15]1[N:19]2[N:20]=[CH:21][CH:22]=[CH:23][C:18]2=[C:17]([C:24]2[N:29]=[C:28]([NH2:30])[C:27]([NH2:31])=[C:26]([NH2:32])[N:25]=2)[N:16]=1>N1C=CC=CC=1>[CH:2]([OH:4])=[O:3].[NH2:32][C:26]1[C:27]([NH:31][C:2](=[O:3])[O:4][CH:5]([CH3:7])[CH3:6])=[C:28]([NH2:30])[N:29]=[C:24]([C:17]2[N:16]=[C:15]([CH2:14][C:13]3[CH:33]=[CH:34][CH:35]=[CH:36][C:12]=3[F:11])[N:19]3[C:18]=2[CH:23]=[CH:22][CH:21]=[N:20]3)[N:25]=1 |f:1.2.3.4,6.7|. Procedure: At 0° C., twice at an interval of 10 minutes, in each case 76.4 mg (0.62 mmol) of isopropyl chloroformate were added to 247 mg (0.62 mmol) of 2-[7-(2-fluorobenzyl)imidazo[1,5-b]pyridazin-5-yl]pyrimidine-4,5,6-triamine (Example 9A) in 4.9 ml of pyridine. The reaction mixture was concentrated and the residue was purified by preparative HPLC (acetonitrile:water (+0.1% formic acid) gradient). This gave 189 mg (63% of theory) of the target compound. Starting materials: C(C1=CC=CC=C1)OC=1C=CC=2C3=C(C=[N+](C2C1)[O-])N=C(N3CCOC3=CC=CC=C3)CCCC (7-benzyloxy-2-butyl-5-oxido-1-(2-phenoxyethyl)-1H-imidazo[4,5-c]quinoline), C[O-].[Na+] (sodium methoxide), ClC(C(=O)N=C=O)(Cl)Cl (trichloroacetyl isocyanate), ClC(C(=O)N=C=O)(Cl)Cl (trichloroacetyl isocyanate). Conditions: time 2 hour. Product: C(C1=CC=CC=C1)OC=1C=CC=2C3=C(C(=NC2C1)N)N=C(N3CCOC3=CC=CC=C3)CCCC (7-benzyloxy-2-butyl-1-(2-phenoxyethyl)-1H-imidazo[4,5-c]quinolin-4-amine). Isolated yield 64.3%. RXN SMILES: [CH2:1]([O:8][C:9]1[CH:10]=[CH:11][C:12]2[C:13]3[N:22]([CH2:23][CH2:24][O:25][C:26]4[CH:31]=[CH:30][CH:29]=[CH:28][CH:27]=4)[C:21]([CH2:32][CH2:33][CH2:34][CH3:35])=[N:20][C:14]=3[CH:15]=[N+:16]([O-])[C:17]=2[CH:18]=1)[C:2]1[CH:7]=[CH:6][CH:5]=[CH:4][CH:3]=1.ClC(Cl)(Cl)C([N:40]=C=O)=O.C[O-].[Na+]>>[CH2:1]([O:8][C:9]1[CH:10]=[CH:11][C:12]2[C:13]3[N:22]([CH2:23][CH2:24][O:25][C:26]4[CH:31]=[CH:30][CH:29]=[CH:28][CH:27]=4)[C:21]([CH2:32][CH2:33][CH2:34][CH3:35])=[N:20][C:14]=3[C:15]([NH2:40])=[N:16][C:17]=2[CH:18]=1)[C:2]1[CH:7]=[CH:6][CH:5]=[CH:4][CH:3]=1 |f:2.3|. Procedure details: A modification of the general method described in Part C of Example 3 was used to treat 7-benzyloxy-2-butyl-5-oxido-1-(2-phenoxyethyl)-1H-imidazo[4,5-c]quinoline (1.0 g, 2.1 mmol). An analysis by TLC indicated that the reaction with trichloroacetyl isocyanate (1.35 mL, 11.3 mmol) was incomplete after two hours, and additional trichloroacetyl isocyanate (1 mL) was added and stirred for one hour. Following the reaction with sodium methoxide, a tan precipitate formed, and the mixture was stirred ov... Reactants: NC1=NC=NC=C1C(N)=NO (4-amino-pyrimidine-5-amidoxime), ClC1=C(SC=C1)C(=O)Cl (3-chloro-thiophene-2-carbonyl chloride). Product: NC1=NC=NC=C1C1=NOC(=N1)C=1SC=CC1Cl (3-(4-Aminopyrimidin-5-yl)-5-(3-chloro-thiophen-2-yl)-[1,2,4]-oxadiazole), yellow solid. The yield is 27.0%. Reaction SMILES: [NH2:1][C:2]1[C:7]([C:8](=[N:10][OH:11])[NH2:9])=[CH:6][N:5]=[CH:4][N:3]=1.[Cl:12][C:13]1[CH:17]=[CH:16][S:15][C:14]=1[C:18](Cl)=O>>[NH2:1][C:2]1[C:7]([C:8]2[N:9]=[C:18]([C:14]3[S:15][CH:16]=[CH:17][C:13]=3[Cl:12])[O:11][N:10]=2)=[CH:6][N:5]=[CH:4][N:3]=1. Procedure details: The title compound was prepared from 4-amino-pyrimidine-5-amidoxime (50 mg, 0.33 mmol) and 3-chloro-thiophene-2-carbonyl chloride (59 mg, 0.33 mmol), similar to Example 16, and yielded 25 mg (27%) of yellow solid. 1H NMR (CDCl3): 9.18 (s, 1H), 8.69 (s, 1H), 7.66 (d, J=5.22 Hz, 1H), 7.16 (d, J=5.22 Hz, 1H), 5.85 (s, 1H), 3.51 (s, 1H). Yields the product CCCOC(C)Cc1ccc(-c2ccc(O)cc2)cc1. Starting materials: CCCOC(C)Cc1ccc(-c2ccc(OC(C)=O)cc2)cc1, CCOC(C)=O, CO, Cl, [Na+], [OH-]. As a reaction SMILES: [C:1](=[O:2])([CH3:3])[O:4][c:5]1[cH:6][cH:7][c:8](-[c:11]2[cH:12][cH:13][c:14]([CH2:17][CH:18]([CH3:19])[O:20][CH2:21][CH2:22][CH3:23])[cH:15][cH:16]2)[cH:9][cH:10]1.[CH3:27][CH2:28][O:29][C:30](=[O:31])[CH3:32].[CH3:33][OH:34].[ClH:26].[Na+:25].[OH-:24]>>[OH:4][c:5]1[cH:6][cH:7][c:8](-[c:11]2[cH:12][cH:13][c:14]([CH2:17][CH:18]([CH3:19])[O:20][CH2:21][CH2:22][CH3:23])[cH:15][cH:16]2)[cH:9][cH:10]1. Reactants: COCCCN1CCC(=CC2=C1C=CC(=C2)C2=CC=C(C=C2)OCCOCCC)C(=O)O (1-(3-methoxypropyl)-7-[4-(2-propoxyethoxy)phenyl]-2,3-dihydro-1H-1-benzazepine-4-carboxylic acid), S(=O)(Cl)Cl (thionyl chloride), CN(C)C=O (DMF). The solvent is C1CCOC1 (THF). Reaction conditions: time 1.5 hour. Yields the product COCCCN1CCC(=CC2=C1C=CC(=C2)C2=CC=C(C=C2)OCCOCCC)C(=O)NC2=CC=C(C=C2)CN(C2CCOCC2)C (1-(3-methoxypropyl)-N-[4-[[N-methyl-N-(tetrahydropyran-4-yl)amino]methyl]phenyl]-7-[4-(2-propoxyethoxy)phenyl]-2,3-dihydro-1H-1-benzazepine-4-carboxamide). As a reaction SMILES: [CH3:1][O:2][CH2:3][CH2:4][CH2:5][N:6]1[C:12]2[CH:13]=[CH:14][C:15]([C:17]3[CH:22]=[CH:21][C:20]([O:23][CH2:24][CH2:25][O:26][CH2:27][CH2:28][CH3:29])=[CH:19][CH:18]=3)=[CH:16][C:11]=2[CH:10]=[C:9]([C:30]([OH:32])=O)[CH2:8][CH2:7]1.S(Cl)(Cl)=O.[CH3:37][N:38]([CH:40]=O)[CH3:39]>C1COCC1>[CH3:1][O:2][CH2:3][CH2:4][CH2:5][N:6]1[C:12]2[CH:13]=[CH:14][C:15]([C:17]3[CH:22]=[CH:21][C:20]([O:23][CH2:24][CH2:25][O:26][CH2:27][CH2:28][CH3:29])=[CH:19][CH:18]=3)=[CH:16][C:11]=2[CH:10]=[C:9]([C:30]([NH:6][C:12]2[CH:13]=[CH:14][C:15]([CH2:40][N:38]([CH3:37])[CH:39]3[CH2:25][CH2:24][O:23][CH2:20][CH2:19]3)=[CH:16][CH:11]=2)=[O:32])[CH2:8][CH2:7]1. Reported procedure: To a solution of 1-(3-methoxypropyl)-7-[4-(2-propoxyethoxy)phenyl]-2,3-dihydro-1H-1-benzazepine-4-carboxylic acid (250 mg) in THF (10 ml) were added thionyl chloride (0.083 ml) and DMF (one droplet) at room temperature, and the mixture was stirred for 1.5 hours. The solvent was evaporated under reduced pressure, and the resulting residue was dissolved in THF (15 ml), which was added dropwise to a solution of 4-[[N-methyl-N-(tetrahydropyran-4-yl)amino]methyl]aniline (138 mg) and triethylamine (0....